Dataset: the Open Reaction Database (ORD), a public repository of structured organic reaction records. Task: describe an organic reaction: reactants, conditions, products, and yield As a reaction SMILES: [CH2:1]([C:4]1[CH:9]=[CH:8][C:7]([C:10]2[CH:18]=[CH:17][C:13]([C:14](O)=[O:15])=[CH:12][CH:11]=2)=[CH:6][CH:5]=1)[CH2:2][CH3:3].S(Cl)([Cl:21])=O>C(Cl)Cl>[CH2:1]([C:4]1[CH:9]=[CH:8][C:7]([C:10]2[CH:18]=[CH:17][C:13]([C:14]([Cl:21])=[O:15])=[CH:12][CH:11]=2)=[CH:6][CH:5]=1)[CH2:2][CH3:3]. Reported procedure: A mixture of 2.0 g of 4-(4-propylphenyl]benzoic acid and 30 ml of thionyl chloride is stirred at reflux for 45 minutes. The reaction mixture is evaporated in vacuo to a residue which is evaporated from carbon tetrachloride (2×50 ml) to give a residue which is dissolved in methylene chloride. Product: C(CC)C1=CC=C(C=C1)C1=CC=C(C(=O)Cl)C=C1 (4-[4-Propylphenyl]benzoyl Chloride). Run in C(Cl)Cl (methylene chloride). Starting materials: C(CC)C1=CC=C(C=C1)C1=CC=C(C(=O)O)C=C1 (4-(4-propylphenyl]benzoic acid), S(=O)(Cl)Cl (thionyl chloride). Reactants: CN1CCN(c2ccc(Nc3nc(Br)cn(C)c3=O)cn2)CC1, CC(=O)OCc1c(B2OC(C)(C)C(C)(C)O2)cc(F)cc1N1CCn2c(cc3c2CCCC3)C1=O, CC(=O)[O-], CC#N, [Na+]. The product is CC(=O)OCc1c(-c2cn(C)c(=O)c(Nc3ccc(N4CCN(C)CC4)nc3)n2)cc(F)cc1N1CCn2c(cc3c2CCCC3)C1=O. As a reaction SMILES: [Br:1][c:2]1[n:3][c:4]([NH:10][c:11]2[cH:12][n:13][c:14]([N:17]3[CH2:18][CH2:19][N:20]([CH3:23])[CH2:21][CH2:22]3)[cH:15][cH:16]2)[c:5](=[O:9])[n:6]([CH3:8])[cH:7]1.[C:24]([CH3:25])(=[O:26])[O:27][CH2:28][c:29]1[c:30]([B:50]2[O:51][C:52]([CH3:53])([CH3:54])[C:55]([CH3:56])([CH3:57])[O:58]2)[cH:31][c:32]([F:49])[cH:33][c:34]1[N:35]1[C:36](=[O:48])[c:37]2[n:38]([c:39]3[c:44]([cH:45]2)[CH2:43][CH2:42][CH2:41][CH2:40]3)[CH2:46][CH2:47]1.[C:59]([O-:60])(=[O:61])[CH3:62].[CH3:64][C:65]#[N:66].[Na+:63]>>[c:2]1(-[c:30]2[c:29]([CH2:28][O:27][C:24]([CH3:25])=[O:26])[c:34]([N:35]3[C:36](=[O:48])[c:37]4[n:38]([c:39]5[c:44]([cH:45]4)[CH2:43][CH2:42][CH2:41][CH2:40]5)[CH2:46][CH2:47]3)[cH:33][c:32]([F:49])[cH:31]2)[n:3][c:4]([NH:10][c:11]2[cH:12][n:13][c:14]([N:17]3[CH2:18][CH2:19][N:20]([CH3:23])[CH2:21][CH2:22]3)[cH:15][cH:16]2)[c:5](=[O:9])[n:6]([CH3:8])[cH:7]1. Reactants: CCOC(=O)C(C)Br, O=c1ccc(Br)c[nH]1, [H-], [Na+], CN(C)C=O. Product: CCOC(=O)C(C)n1cc(Br)ccc1=O. RXN SMILES: [Br:11][CH:12]([C:13](=[O:14])[O:15][CH2:16][CH3:17])[CH3:18].[Br:1][c:2]1[cH:3][cH:4][c:5](=[O:8])[nH:6][cH:7]1.[H-:9].[Na+:10].[O:19]=[CH:20][N:21]([CH3:22])[CH3:23]>>[Br:1][c:2]1[cH:3][cH:4][c:5](=[O:8])[n:6]([CH:12]([C:13](=[O:14])[O:15][CH2:16][CH3:17])[CH3:18])[cH:7]1. Reactants: C(CCC)[Li] (butyllithium), [Br-].C(CCCCCC)[P+](C1=CC=CC=C1)(C1=CC=CC=C1)C1=CC=CC=C1 (Heptyltriphenylphosphonium bromide), BrCCCCCCC (1-bromoheptane), C1(=CC=CC=C1)P(C1=CC=CC=C1)C1=CC=CC=C1 (triphenylphosphine), O=CCCCC(=O)OCC (ethyl 5-oxopentanoate), Example 2 ( 1B ). Run in CCCCCC (hexane), CCOCC (ether), CCOCC (ether). Run at temperature 10 celsius, time 10 minute. Product: C(CCC\C=C/CCCCCC)(=O)OCC (ethyl (Z)-dodec-5-enoate). The yield is 99.8%. As a reaction SMILES: [Br-].[CH2:2]([P+](C1C=CC=CC=1)(C1C=CC=CC=1)C1C=CC=CC=1)[CH2:3][CH2:4][CH2:5][CH2:6][CH2:7][CH3:8].BrCCCCCCC.C1(P(C2C=CC=CC=2)C2C=CC=CC=2)C=CC=CC=1.C([Li])CCC.O=[CH:61][CH2:62][CH2:63][CH2:64][C:65]([O:67][CH2:68][CH3:69])=[O:66]>CCOCC.CCCCCC>[C:65]([O:67][CH2:68][CH3:69])(=[O:66])[CH2:64][CH2:63][CH2:62]/[CH:61]=[CH:2]\[CH2:3][CH2:4][CH2:5][CH2:6][CH2:7][CH3:8] |f:0.1|. Procedure: Heptyltriphenylphosphonium bromide (16.8g), prepared from 1-bromoheptane and triphenylphosphine analogously to undecyltriphenylphosphonium bromide as described in Example 2(2), is suspended in dry ether (300 ml) and the mixture is treated whilst stirring under nitrogen with 1.7 M butyllithium in hexane (36 ml) from a syringe. The resulting bright red solution is cooled to 10° C. and treated dropwise with ethyl 5-oxopentanoate [5.5 g, prepared as described in Example 2 (1B)] in dry ether (37.5 ml... The product is C(=O)C1=CC=C(OC(C(=O)OCCCC)C)C=C1 (butyl 2-(4-formylphenoxy)propionate). Isolated yield 90.4%. Solvent: CN(C=O)C (dimethyl formamide). RXN SMILES: [OH:1][C:2]1[CH:9]=[CH:8][C:5]([CH:6]=[O:7])=[CH:4][CH:3]=1.Cl[CH:11]([CH3:19])[C:12]([O:14][CH2:15][CH2:16][CH2:17][CH3:18])=[O:13].C(=O)([O-])[O-].[Na+].[Na+]>[I-].[K+].CN(C)C=O>[CH:6]([C:5]1[CH:8]=[CH:9][C:2]([O:1][CH:11]([CH3:19])[C:12]([O:14][CH2:15][CH2:16][CH2:17][CH3:18])=[O:13])=[CH:3][CH:4]=1)=[O:7] |f:2.3.4,5.6|. The reagents and catalysts are [I-].[K+] (potassium iodide). Reported procedure: 6.1 g of 4-hydroxybenzaldehyde, 9 g of n-butyl α-chloropropionate, 4 g of sodium carbonate, 0.2 g of potassium iodide and 20 g of dimethyl formamide, were mixed, and the mixture was stirred at 100° C. for 5 hours and then cooled to room temperature. The inorganic salts were filtered off and washed with dimethylformamide. The solution from the washing was combined with the filtrate, followed by concentration and distillation under reduced pressure, whereby 11.3 g of butyl 2-(4-formylphenoxy)propi... Starting materials: OC1=CC=C(C=O)C=C1 (4-hydroxybenzaldehyde), ClC(C(=O)OCCCC)C (n-butyl α-chloropropionate), C([O-])([O-])=O.[Na+].[Na+] (sodium carbonate). Conditions: temperature 100 celsius, time 5 hour. Starting materials: C(C)(C)(C)C1=CC=C(C=C1)C1N(CC2=CC(=CC=C2C1)C)C (3-(4-tertbutylphenyl)-2,7-dimethyl-1,2,3,4-tetrahydroisoquinoline), S1(=O)(=O)NC(=O)C2=CC=CC=C12 (saccharin). As a reaction SMILES: [C:1]([C:5]1[CH:10]=[CH:9][C:8]([CH:11]2[CH2:20][C:19]3[C:14](=[CH:15][C:16]([CH3:21])=[CH:17][CH:18]=3)[CH2:13][N:12]2[CH3:22])=[CH:7][CH:6]=1)([CH3:4])([CH3:3])[CH3:2].[S:23]1([C:34]2[C:29](=[CH:30][CH:31]=[CH:32][CH:33]=2)[C:27](=[O:28])[NH:26]1)(=[O:25])=[O:24]>CO>[S:23]1([C:34]2[C:29](=[CH:30][CH:31]=[CH:32][CH:33]=2)[C:27](=[O:28])[NH:26]1)(=[O:24])=[O:25].[C:1]([C:5]1[CH:6]=[CH:7][C:8]([CH:11]2[CH2:20][C:19]3[C:14](=[CH:15][C:16]([CH3:21])=[CH:17][CH:18]=3)[CH2:13][N:12]2[CH3:22])=[CH:9][CH:10]=1)([CH3:4])([CH3:3])[CH3:2] |f:3.4|. Yields the product S1(=O)(=O)NC(=O)C2=CC=CC=C12.C(C)(C)(C)C1=CC=C(C=C1)C1N(CC2=CC(=CC=C2C1)C)C (3-(4-tertbutylphenyl)-2,7-dimethyl-l,2,3,4-tetrahydroisoquinoline saccharin salt). Conditions: time 3 hour. Procedure details: In 10 ml of methanol, 0.20 g of 3-(4-tertbutylphenyl)-2,7-dimethyl-1,2,3,4-tetrahydroisoquinoline and 0.13g of saccharin were dissolved at room temperature under stirring, and the resulting mixture was left to stand for 3 hours. The solvent was evaporated under reduced pressure to obtain 0.33 g of 3-(4-tertbutylphenyl)-2,7-dimethyl-l,2,3,4-tetrahydroisoquinoline saccharin salt. Yield: 101.6%. The solvent is CO (methanol).